This data is from the Open Reaction Database (ORD), a public repository of structured organic reaction records. The task is: describe an organic reaction: reactants, conditions, products, and yield The reactants are CC(=O)O, O=C(Nc1ccc(Oc2cccc3c2CCC3O)nc1)c1ccc(Cl)c(Cl)c1, O. Product: O=C(Nc1ccc(Oc2cccc3c2CC=C3)nc1)c1ccc(Cl)c(Cl)c1. Reaction SMILES: [CH3:30][C:31](=[O:32])[OH:33].[Cl:1][c:2]1[cH:3][c:4]([C:5](=[O:6])[NH:7][c:8]2[cH:9][n:10][c:11]([O:14][c:15]3[c:16]4[c:20]([cH:21][cH:22][cH:23]3)[CH:19]([OH:24])[CH2:18][CH2:17]4)[cH:12][cH:13]2)[cH:25][cH:26][c:27]1[Cl:28].[OH2:29]>>[Cl:1][c:2]1[cH:3][c:4]([C:5](=[O:6])[NH:7][c:8]2[cH:9][n:10][c:11]([O:14][c:15]3[c:16]4[c:20]([cH:21][cH:22][cH:23]3)[CH:19]=[CH:18][CH2:17]4)[cH:12][cH:13]2)[cH:25][cH:26][c:27]1[Cl:28]. Product: C1(CC1)C(CC1(CCN(CC1)C(=O)OC(C)(C)C)C(=O)OCC)=C (1-tert-butyl 4-ethyl 4-(2-cyclopropylallyl)piperidine-1,4-dicarboxylate). Reaction conditions: temperature 80 celsius. Procedure: 1-tert-butyl 4-ethyl 4-(2-bromoallyl)piperidine-1,4-dicarboxylate (1.0 g, 2.66 mmol), potassium cyclopropyltrifluoroborate (0.413 g, 2.79 mmol), cesium carbonate (2.60 g, 7.97 mmol) and [1,1′-bis(diphenylphosphino)ferrocene]dichloropalladium(II) (0.058 g, 0.080 mmol) were taken up in toluene (14 mL) and water (1.39 mL) in a microwave vial, degassed and heated at 80° C. overnight. The reaction mixture was cooled and LC/MS was taken which showed almost completion of reaction. The reaction mixture ... As a reaction SMILES: Br[C:2](=[CH2:22])[CH2:3][C:4]1([C:17]([O:19][CH2:20][CH3:21])=[O:18])[CH2:9][CH2:8][N:7]([C:10]([O:12][C:13]([CH3:16])([CH3:15])[CH3:14])=[O:11])[CH2:6][CH2:5]1.[CH:23]1([B-](F)(F)F)[CH2:25][CH2:24]1.[K+].C(=O)([O-])[O-].[Cs+].[Cs+]>C1(C)C=CC=CC=1.CCOC(C)=O.O.C1C=CC(P(C2C=CC=CC=2)[C-]2C=CC=C2)=CC=1.C1C=CC(P(C2C=CC=CC=2)[C-]2C=CC=C2)=CC=1.Cl[Pd]Cl.[Fe+2]>[CH:23]1([C:2](=[CH2:22])[CH2:3][C:4]2([C:17]([O:19][CH2:20][CH3:21])=[O:18])[CH2:9][CH2:8][N:7]([C:10]([O:12][C:13]([CH3:16])([CH3:15])[CH3:14])=[O:11])[CH2:6][CH2:5]2)[CH2:25][CH2:24]1 |f:1.2,3.4.5,9.10.11.12|. Solvent: C1(=CC=CC=C1)C (toluene), CCOC(=O)C (EtOAc), O (water). Starting materials: BrC(CC1(CCN(CC1)C(=O)OC(C)(C)C)C(=O)OCC)=C (1-tert-butyl 4-ethyl 4-(2-bromoallyl)piperidine-1,4-dicarboxylate), C1(CC1)[B-](F)(F)F.[K+] (potassium cyclopropyltrifluoroborate), C([O-])([O-])=O.[Cs+].[Cs+] (cesium carbonate). Reagents/catalysts: C1=CC=C(C=C1)P([C-]2C=CC=C2)C3=CC=CC=C3.C1=CC=C(C=C1)P([C-]2C=CC=C2)C3=CC=CC=C3.Cl[Pd]Cl.[Fe+2] ([1,1′-bis(diphenylphosphino)ferrocene]dichloropalladium(II)). Reactants: O (water), ClCCCS(=O)(=O)N(CC1=CC=C(C=C1)OC)CC1=CC=C(C=C1)OC (3-chloro-N,N-bis(4-methoxybenzyl)propane-1-sulfonamide), ClC1=CC=C(OC2=CC=C(C=C2)N2C(NC[C@@H]2C2=CC(=CC=C2)C(F)(F)F)=O)C=C1 ((S)-1-(4-(4-chloro-phenoxy)-phenyl)-5-(3-(trifluoromethyl)-phenyl)-imidazolidin-2-one), C(=O)([O-])[O-].[Cs+].[Cs+] (Cs2CO3). The solvent is CN(C)C=O (DMF). Run at temperature 80 celsius, time 14 hour. Yields the product ClC1=CC=C(OC2=CC=C(C=C2)N2C(N(C[C@@H]2C2=CC(=CC=C2)C(F)(F)F)CCCS(=O)(=O)N(CC2=CC=C(C=C2)OC)CC2=CC=C(C=C2)OC)=O)C=C1 ((S)-3-(3-(4-(4-chlorophenoxy)phenyl)-2-oxo-4-(3-(trifluoromethyl)phenyl)imidazolidin-1-yl)-N,N-bis(4-methoxybenzyl)propane-1-sulfonamide). Isolated yield 82.1%. RXN SMILES: Cl[CH2:2][CH2:3][CH2:4][S:5]([N:8]([CH2:18][C:19]1[CH:24]=[CH:23][C:22]([O:25][CH3:26])=[CH:21][CH:20]=1)[CH2:9][C:10]1[CH:15]=[CH:14][C:13]([O:16][CH3:17])=[CH:12][CH:11]=1)(=[O:7])=[O:6].[Cl:27][C:28]1[CH:56]=[CH:55][C:31]([O:32][C:33]2[CH:38]=[CH:37][C:36]([N:39]3[C@@H:43]([C:44]4[CH:49]=[CH:48][CH:47]=[C:46]([C:50]([F:53])([F:52])[F:51])[CH:45]=4)[CH2:42][NH:41][C:40]3=[O:54])=[CH:35][CH:34]=2)=[CH:30][CH:29]=1.C([O-])([O-])=O.[Cs+].[Cs+].O>CN(C=O)C>[Cl:27][C:28]1[CH:29]=[CH:30][C:31]([O:32][C:33]2[CH:34]=[CH:35][C:36]([N:39]3[C@@H:43]([C:44]4[CH:49]=[CH:48][CH:47]=[C:46]([C:50]([F:52])([F:51])[F:53])[CH:45]=4)[CH2:42][N:41]([CH2:2][CH2:3][CH2:4][S:5]([N:8]([CH2:9][C:10]4[CH:15]=[CH:14][C:13]([O:16][CH3:17])=[CH:12][CH:11]=4)[CH2:18][C:19]4[CH:24]=[CH:23][C:22]([O:25][CH3:26])=[CH:21][CH:20]=4)(=[O:7])=[O:6])[C:40]3=[O:54])=[CH:37][CH:38]=2)=[CH:55][CH:56]=1 |f:2.3.4|. Procedure: To a solution of 3-chloro-N,N-bis(4-methoxybenzyl)propane-1-sulfonamide (30.0 mg, 0.075 mmol) and (S)-1-(4-(4-chloro-phenoxy)-phenyl)-5-(3-(trifluoromethyl)-phenyl)-imidazolidin-2-one (20.0 mg, 0.046 mmol) in DMF (0.8 mL) is added Cs2CO3 (22 mg, 0.069 mmol) and KI (1 mg). The resulted mixture is stirred at 80° C. for 14 h and is cooled down to room temperature. The mixture is poured into water (5 mL) and extracted with EtOAc (3×3 mL). The combined organic layers are concentrated and purified by ... The reactants are C(C)(=O)OC(C(CC1=CC(=C(C=C1)OC)OC)[N+](=O)[O-])CCC(C1=CC(=C(C=C1)OC)OC)(C(C)C)C#N (O-acetyl-1-(3,4-dimethoxyphenyl)-2-nitro-6-cyano-6-(prop-2-yl)-6-(3,4-dimethoxyphenyl)hexan-3-ol), [B] (boron), C(C)(=O)OC(CCCCC)[N+](=O)[O-] (nitrohexanol acetate), [BH4-].[Na+] (sodium borohydride). Yields the product alkanol, [N+](=O)([O-])CCCCCC (nitrohexane), COC=1C=C(C=CC1OC)CC(CCCC(C1=CC(=C(C=C1)OC)OC)(C(C)C)C#N)[N+](=O)[O-] (1-(3,4-dimethoxyphenyl)-2-nitro-6-cyano-6-(prop-2-yl)-6-(3,4-dimethoxyphenyl)hexane). RXN SMILES: C(O[CH:5]([N+:11]([O-:13])=[O:12])[CH2:6][CH2:7][CH2:8][CH2:9][CH3:10])(=O)C.C(O[CH:18]([CH2:34][CH2:35][C:36]([C:50]#[N:51])([CH:47]([CH3:49])[CH3:48])[C:37]1[CH:42]=[CH:41][C:40]([O:43][CH3:44])=[C:39]([O:45][CH3:46])[CH:38]=1)[CH:19]([N+:31]([O-:33])=[O:32])[CH2:20][C:21]1[CH:26]=[CH:25][C:24]([O:27][CH3:28])=[C:23]([O:29][CH3:30])[CH:22]=1)(=O)C.[B].[BH4-].[Na+]>>[N+:11]([CH2:5][CH2:6][CH2:7][CH2:8][CH2:9][CH3:10])([O-:13])=[O:12].[CH3:30][O:29][C:23]1[CH:22]=[C:21]([CH2:20][CH:19]([N+:31]([O-:33])=[O:32])[CH2:18][CH2:34][CH2:35][C:36]([C:50]#[N:51])([CH:47]([CH3:49])[CH3:48])[C:37]2[CH:42]=[CH:41][C:40]([O:43][CH3:44])=[C:39]([O:45][CH3:46])[CH:38]=2)[CH:26]=[CH:25][C:24]=1[O:27][CH3:28] |f:3.4|. Procedure: The resulting nitrohexanol acetate of formula 9 is then reduced using a boron-based reducing agent, e.g., sodium borohydride, in a 2° or 3° alkanol at 25°-80° C. for 3-15 hours to produce a nitrohexane derivative of formula 10 (step 8). For example, O-acetyl-1-(3,4-dimethoxyphenyl)-2-nitro-6-cyano-6-(i-propyl)-6-(3,4-dimethoxyphenyl)hexan-3-ol (9) is heated with NaBH4 in 2-propanol at reflux for 3-15 hours to yield 1-(3,4-dimethoxyphenyl)-2-nitro-6-cyano-6-(prop-2-yl)-6-(3,4-dimethoxyphenyl)hexa... Reported procedure: Following General Procedure A and using N-(3,5-difluorophenylacetyl)-L-alanine (from Example B2 above) and methyl pipecolinate hydrochloride (Aldrich), the title compound was prepared as a solid (mp=114-118° C.). The reaction was monitored by tlc (Rf=0.71 in 10% MeOH/DCM) and the product was purified by acid/base washes. As a reaction SMILES: [F:1][C:2]1[CH:3]=[C:4]([CH2:9][C:10]([NH:12][C@H:13]([C:15]([OH:17])=O)[CH3:14])=[O:11])[CH:5]=[C:6]([F:8])[CH:7]=1.Cl.[NH:19]1[CH2:28][CH2:27][CH2:26][CH2:25][CH:20]1[C:21]([O:23][CH3:24])=[O:22]>CO.C(Cl)Cl>[F:8][C:6]1[CH:5]=[C:4]([CH2:9][C:10]([NH:12][C@H:13]([C:15]([N:19]2[CH2:28][CH2:27][CH2:26][CH2:25][CH:20]2[C:21]([O:23][CH3:24])=[O:22])=[O:17])[CH3:14])=[O:11])[CH:3]=[C:2]([F:1])[CH:7]=1 |f:1.2,3.4|. The solvent is CO.C(Cl)Cl (MeOH DCM). Product: FC=1C=C(C=C(C1)F)CC(=O)N[C@@H](C)C(=O)N1C(CCCC1)C(=O)OC (Methyl 1-[N-(3,5-Difluorophenylacetyl)-L-alaninyl]piperidine-2-carboxylate). Reactants: FC=1C=C(C=C(C1)F)CC(=O)N[C@@H](C)C(=O)O (N-(3,5-difluorophenylacetyl)-L-alanine), solid, Cl.N1C(C(=O)OC)CCCC1 (methyl pipecolinate hydrochloride).